This data is from the Open Reaction Database (ORD), a public repository of structured organic reaction records. The task is: describe an organic reaction: reactants, conditions, products, and yield Reactants: CCOC(=O)C1CCc2nc3sc4c(c3c(=O)n2CC1)CCCC4, CC1CCc2nc3sc4c(c3c(=O)n2CC1)CCCC4=O. The product is CCOC(=O)C1CCc2nc3sc4c(c3c(=O)n2CC1)CCCC4=O. RXN SMILES: [CH2:22]([CH3:23])[O:24][C:25](=[O:26])[CH:27]1[CH2:28][CH2:29][c:30]2[n:31]([c:34](=[O:45])[c:35]3[c:36]([n:37]2)[s:38][c:39]2[c:40]3[CH2:41][CH2:42][CH2:43][CH2:44]2)[CH2:32][CH2:33]1.[CH3:1][CH:2]1[CH2:3][CH2:4][n:5]2[c:6](=[O:7])[c:8]3[c:9]4[c:14]([s:15][c:16]3[n:17][c:18]2[CH2:19][CH2:21]1)[C:13](=[O:20])[CH2:12][CH2:11][CH2:10]4>>[O:20]=[C:44]1[c:39]2[s:38][c:36]3[c:35]([c:34](=[O:45])[n:31]4[c:30]([n:37]3)[CH2:29][CH2:28][CH:27]([C:25]([O:24][CH2:22][CH3:23])=[O:26])[CH2:33][CH2:32]4)[c:40]2[CH2:41][CH2:42][CH2:43]1. Reactants: C(C)C(C[Mg]Br)CCCC (2-ethylhexylmagnesiumbromide), C(C)C(CC#N)CCCC (3-Ethylheptanenitrile), C(C)OCC (diethyl ether), C(C)OCC (diethylether). Run at time 12 hour. Product: C(C)C(CCCC)CC(CC(CCCC)CC)=O (5,9-Diethyltridecan-7-one). Reaction SMILES: [CH2:1]([CH:3]([CH2:7][CH2:8][CH2:9][CH3:10])[CH2:4][Mg]Br)[CH3:2].[CH2:11]([CH:13]([CH2:17][CH2:18][CH2:19][CH3:20])CC#N)[CH3:12].C([O:23][CH2:24][CH3:25])C>>[CH2:1]([CH:3]([CH2:4][C:24](=[O:23])[CH2:25][CH:13]([CH2:11][CH3:12])[CH2:17][CH2:18][CH2:19][CH3:20])[CH2:7][CH2:8][CH2:9][CH3:10])[CH3:2]. Reported procedure: A Grignard solution of 2-ethylhexylmagnesiumbromide in diethylether (1.0 M, 47 mL, 47 mmol) was slowly added via syringe to a stirred mixture of 3-ethylheptanenitrile (VI) (3.3 g, 24 mmol) in diethyl ether (50 mL) at 0° C. under N2 atmosphere. After stirring for 12 h at reflux temperature, the reaction was quenched with an aqueous HCl-solution (2.0 M, 50 mL) at 0° C. and subsequently vigorously stirred for an additional 3 h at room temperature. The organic phase was separated and the aqueous pha...